This data is from the Open Reaction Database (ORD), a public repository of structured organic reaction records. The task is: describe an organic reaction: reactants, conditions, products, and yield The reactants are CC[S-], C=CCC1(C)CC(c2cccc(Cl)c2)C(c2ccc(Cl)cc2)[N+]2=C1OCC2C1CC1, CS(=O)(=O)[O-], [Na+]. The product is C=CCC1(C)CC(c2cccc(Cl)c2)C(c2ccc(Cl)cc2)N(C(CSCC)C2CC2)C1=O. RXN SMILES: [CH2:36]([CH3:37])[S-:38].[CH2:6]([CH:7]=[CH2:8])[C:9]1([CH3:35])[C:10]2=[N+:11]([CH:12]([c:22]3[cH:23][cH:24][c:25]([Cl:28])[cH:26][cH:27]3)[CH:13]([c:15]3[cH:16][c:17]([Cl:21])[cH:18][cH:19][cH:20]3)[CH2:14]1)[CH:29]([CH:32]1[CH2:33][CH2:34]1)[CH2:30][O:31]2.[CH3:1][S:2]([O-:3])(=[O:4])=[O:5].[Na+:39]>>[CH2:6]([CH:7]=[CH2:8])[C:9]1([CH3:35])[C:10](=[O:31])[N:11]([CH:29]([CH2:30][S:38][CH2:36][CH3:37])[CH:32]2[CH2:33][CH2:34]2)[CH:12]([c:22]2[cH:23][cH:24][c:25]([Cl:28])[cH:26][cH:27]2)[CH:13]([c:15]2[cH:16][c:17]([Cl:21])[cH:18][cH:19][cH:20]2)[CH2:14]1. Reactants: BrC1=CC=C(C=C1)C1=C(C(=NO1)C)C(O)C=1N=NN(C1)CC1=CC=C(C=C1)Cl ([5-(4-Bromo-phenyl)-3-methyl-isoxazol-4-yl]-[1-(4-chloro-benzyl)-1H-[1,2,3]triazol-4-yl]-methanol), C(C)OC(=O)C1(CC1)C1=CC=C(C=C1)B1OC(C(O1)(C)C)(C)C (1-[4-(4,4,5,5-tetramethyl-[1,3,2]dioxaborolan-2-yl)-phenyl]-cyclopropanecarboxylic acid ethyl ester). Yields the product C(C)OC(=O)C1(CC1)C1=CC=C(C=C1)C1=CC=C(C=C1)C1=C(C(=NO1)C)C(O)C=1N=NN(C1)CC1=CC=C(C=C1)Cl (1-[4′-(4-{[1-(4-Chloro-benzyl)-1H-[1,2,3]triazol-4-yl]-hydroxy-methyl}-3-methyl-isoxazol-5-yl)-biphenyl-4-yl]-cyclopropanecarboxylic acid ethyl ester). Reaction SMILES: Br[C:2]1[CH:7]=[CH:6][C:5]([C:8]2[O:12][N:11]=[C:10]([CH3:13])[C:9]=2[CH:14]([C:16]2[N:17]=[N:18][N:19]([CH2:21][C:22]3[CH:27]=[CH:26][C:25]([Cl:28])=[CH:24][CH:23]=3)[CH:20]=2)[OH:15])=[CH:4][CH:3]=1.[CH2:29]([O:31][C:32]([C:34]1([C:37]2[CH:42]=[CH:41][C:40](B3OC(C)(C)C(C)(C)O3)=[CH:39][CH:38]=2)[CH2:36][CH2:35]1)=[O:33])[CH3:30]>>[CH2:29]([O:31][C:32]([C:34]1([C:37]2[CH:42]=[CH:41][C:40]([C:2]3[CH:3]=[CH:4][C:5]([C:8]4[O:12][N:11]=[C:10]([CH3:13])[C:9]=4[CH:14]([C:16]4[N:17]=[N:18][N:19]([CH2:21][C:22]5[CH:27]=[CH:26][C:25]([Cl:28])=[CH:24][CH:23]=5)[CH:20]=4)[OH:15])=[CH:6][CH:7]=3)=[CH:39][CH:38]=2)[CH2:35][CH2:36]1)=[O:33])[CH3:30]. Reported procedure: Prepared according to the procedure described in Example 1, Step 10, using [5-(4-Bromo-phenyl)-3-methyl-isoxazol-4-yl]-[1-(4-chloro-benzyl)-1H-[1,2,3]triazol-4-yl]-methanol and 1-[4-(4,4,5,5-tetramethyl-[1,3,2]dioxaborolan-2-yl)-phenyl]-cyclopropanecarboxylic acid ethyl ester. Starting materials: C(C)(C)(C)OC(=O)N1C[C@H](CC1)NC1CCN(CC1)C ((S)-3-(1-methyl-piperidin-4-ylamino)-pyrrolidine-1-carboxylic acid tert-butyl ester), C=O (paraformaldehyde), (OAc)3BH. The solvent is C1CCOC1 (THF). Run at time 96 hour. The product is C(C)(C)(C)OC(=O)N1C[C@H](CC1)N(C1CCN(CC1)C)C ((S)-3-[methyl-(1-methyl-piperidin-4-yl)-amino]-pyrrolidine-1-carboxylic acid tert-butyl ester). Isolated yield 96.1%. As a reaction SMILES: [C:1]([O:5][C:6]([N:8]1[CH2:12][CH2:11][C@H:10]([NH:13][CH:14]2[CH2:19][CH2:18][N:17]([CH3:20])[CH2:16][CH2:15]2)[CH2:9]1)=[O:7])([CH3:4])([CH3:3])[CH3:2].[CH2:21]=O>C1COCC1>[C:1]([O:5][C:6]([N:8]1[CH2:12][CH2:11][C@H:10]([N:13]([CH3:21])[CH:14]2[CH2:19][CH2:18][N:17]([CH3:20])[CH2:16][CH2:15]2)[CH2:9]1)=[O:7])([CH3:4])([CH3:3])[CH3:2]. Procedure: To a solution of (S)-3-(1-methyl-piperidin-4-ylamino)-pyrrolidine-1-carboxylic acid tert-butyl ester (100 mg, 0.35 mmol) and paraformaldehyde (21 mg, 0.71 mmol) in THF (3 mL) MP-(OAc)3BH resin (Argonaut; 2.55 mmol/g; 346 mg, 0.88 mmol) was added and the reaction mixture was agitated at room temperature for 96 hours. Then, the reaction mixture was filtered and concentrated in vacuo to afford (S)-3-[methyl-(1-methyl-piperidin-4-yl)-amino]-pyrrolidine-1-carboxylic acid tert-butyl ester (100 mg, 99%... The reactants are C(CC(=O)C)(=O)OC(CN1CCCCC1)C1=CC=CC=C1 (1-phenyl-2-piperidinoethyl acetoacetate), [N+](=O)([O-])C=1C=C(C=O)C=CC1 (m-nitrobenzaldehyde), N\C(=C/C(=O)OC)\C (methyl β-aminocrotonate). Solvent: C(C)(C)O (isopropanol). Yields the product C1(=CC=CC=C1)C(CN1CCCCC1)OC(=O)C=1C(C(=C(NC1C)C)C(=O)OC)C1=CC(=CC=C1)[N+](=O)[O-] (2,6-dimethyl-4-(m-nitrophenyl)-1,4-dihydropyridine-3,5-dicarboxylic acid-3-methylester-5-(1-phenyl-2-piperidinoethyl)ester). RXN SMILES: [C:1]([O:7][CH:8]([C:16]1[CH:21]=[CH:20][CH:19]=[CH:18][CH:17]=1)[CH2:9][N:10]1[CH2:15][CH2:14][CH2:13][CH2:12][CH2:11]1)(=[O:6])[CH2:2][C:3]([CH3:5])=O.[N+:22]([C:25]1[CH:26]=[C:27]([CH:30]=[CH:31][CH:32]=1)[CH:28]=O)([O-:24])=[O:23].[NH2:33]/[C:34](/[CH3:40])=[CH:35]\[C:36]([O:38][CH3:39])=[O:37]>C(O)(C)C>[C:16]1([CH:8]([O:7][C:1]([C:2]2[CH:28]([C:27]3[CH:30]=[CH:31][CH:32]=[C:25]([N+:22]([O-:24])=[O:23])[CH:26]=3)[C:35]([C:36]([O:38][CH3:39])=[O:37])=[C:34]([CH3:40])[NH:33][C:3]=2[CH3:5])=[O:6])[CH2:9][N:10]2[CH2:15][CH2:14][CH2:13][CH2:12][CH2:11]2)[CH:21]=[CH:20][CH:19]=[CH:18][CH:17]=1. Procedure: In 300 ml of isopropanol are dissolved 28.9 g of 1-phenyl-2-piperidinoethyl acetoacetate, 15.1 g of m-nitrobenzaldehyde and 11.5 g of methyl β-aminocrotonate, and the mixture is refluxed under heating for 17 hours. The reaction mixture is concentrated under reduced pressure and the residue is purified by column chromatography on silica gel (eluent:chloroform:methanol=10:1 (by volume)). The eluate containing the object compound is concentrated and recrystallized from isopropanol to give 2,6-dimet... Starting materials: [Br-], Br, CC(=O)[O-], CO, Cc1ccn2ccnc2n1, [K+], [Na+]. The product is Cc1ccn2c(Br)cnc2n1. As a reaction SMILES: [Br-:17].[Br:18].[CH3:12][C:13](=[O:14])[O-:15].[CH3:19][OH:20].[CH3:1][c:2]1[n:3][c:4]2[n:5]([cH:6][cH:7]1)[cH:8][cH:9][n:10]2.[K+:16].[Na+:11]>>[CH3:1][c:2]1[n:3][c:4]2[n:5]([cH:6][cH:7]1)[c:8]([Br:17])[cH:9][n:10]2. Reactants: C(C)S (ethanethiol), C(CCC)[Li] (n-butyllithium), BrC1=CC(=CC2=C1OC[C@H]1[C@H]2CN(C[C@@H]1COS(=O)(=O)C)C)OC ((±)-[4R*,4aS*,10bR*]-7-bromo-4-(methylsulfonyloxymethyl)-1,3,4,4a,5,10b-hexahydro-9-methoxy-2-methyl-2H-[1]benzopyrano[4,3-c]pyridine), Cl.C(C)(=O)OCC (HCl ethyl acetate). The solvent is O1CCCC1 (tetrahydrofuran), C(C)(C)O (isopropyl alcohol), O1CCCC1 (THF), O (H2O). Reaction conditions: time 2 hour. Product: BrC1=CC(=CC2=C1OC[C@H]1[C@H]2CN(C[C@@H]1CSCC)C)OC ((±)-[4R*,4aS*,10bR*]-7-Bromo-4-(ethylthiomethyl)-1,3,4,4a,5,10b-hexahydro-9-methoxy-2-methyl-2H-[1]benzopyrano[4,3-c]pyridine), Cl (HCl). Reaction SMILES: [CH2:1]([SH:3])[CH3:2].C([Li])CCC.[Br:9][C:10]1[C:15]2[O:16][CH2:17][C@@H:18]3[C@@H:23]([CH2:24]OS(C)(=O)=O)[CH2:22][N:21]([CH3:30])[CH2:20][C@H:19]3[C:14]=2[CH:13]=[C:12]([O:31][CH3:32])[CH:11]=1.[ClH:33].C(OCC)(=O)C>O1CCCC1.C(O)(C)C.O>[Br:9][C:10]1[C:15]2[O:16][CH2:17][C@@H:18]3[C@@H:23]([CH2:24][S:3][CH2:1][CH3:2])[CH2:22][N:21]([CH3:30])[CH2:20][C@H:19]3[C:14]=2[CH:13]=[C:12]([O:31][CH3:32])[CH:11]=1.[ClH:33] |f:3.4|. Procedure details: To a stirred solution of 0.46 ml ethanethiol in 40 ml dry tetrahydrofuran (THF) under nitrogen at -10° is added dropwise 2.3 ml n-butyllithium (2.28M in hexane). This solution is added to a solution of 1.91 g (±)-[4R*,4aS*,10bR*]-7-bromo-4-(methylsulfonyloxymethyl)-1,3,4,4a,5,10b-hexahydro-9-methoxy-2-methyl-2H-[1]benzopyrano[4,3-c]pyridine in 25 ml THF. After stirring 2 h at 25°, 5 ml H2O is added and the reaction mixture concentrated under reduced pressure. The residue is partitioned between 2...